Dataset: the Open Reaction Database (ORD), a public repository of structured organic reaction records. Task: describe an organic reaction: reactants, conditions, products, and yield Run in C(C)O (ethanol). Procedure: A mixture of ethyl 4-chloro-6-ethoxy-7-methyl-1,8-naphthyridine-3-carboxylate (2.0 g), absolute ethanol (30 ml) and ethyl 5-aminosalicylate (1.23 g) was boiled under reflux for 1 hour. The mixture was cooled to ambient temperature and filtered to give a solid which was recrystallised from IMS to give ethyl 5-(6-ethoxy-3-ethoxycarbonyl-7-methyl-1,8-naphthyridin-4-ylamino)salicylate hydrochloride, m.p. 208°-210° C. Reaction SMILES: [Cl:1][C:2]1[C:11]2[C:6](=[N:7][C:8]([CH3:15])=[C:9]([O:12][CH2:13][CH3:14])[CH:10]=2)[N:5]=[CH:4][C:3]=1[C:16]([O:18][CH2:19][CH3:20])=[O:17].[NH2:21][C:22]1[CH:32]=[C:26]([C:27]([O:29][CH2:30][CH3:31])=[O:28])[C:25]([OH:33])=[CH:24][CH:23]=1>C(O)C>[ClH:1].[CH2:13]([O:12][C:9]1[CH:10]=[C:11]2[C:6](=[N:7][C:8]=1[CH3:15])[N:5]=[CH:4][C:3]([C:16]([O:18][CH2:19][CH3:20])=[O:17])=[C:2]2[NH:21][C:22]1[CH:32]=[C:26]([C:27]([O:29][CH2:30][CH3:31])=[O:28])[C:25]([OH:33])=[CH:24][CH:23]=1)[CH3:14] |f:3.4|. Product: Cl.C(C)OC=1C=C2C(=C(C=NC2=NC1C)C(=O)OCC)NC1=CC=C(C(C(=O)OCC)=C1)O (ethyl 5-(6-ethoxy-3-ethoxycarbonyl-7-methyl-1,8-naphthyridin-4-ylamino)salicylate hydrochloride). The reactants are ClC1=C(C=NC2=NC(=C(C=C12)OCC)C)C(=O)OCC (ethyl 4-chloro-6-ethoxy-7-methyl-1,8-naphthyridine-3-carboxylate), NC1=CC=C(C(C(=O)OCC)=C1)O (ethyl 5-aminosalicylate). Reactants: NC1=C(C=C(C=C1)S(=O)C=1C=C(C=CC1)NS(=O)(=O)C1=CC=CC=C1)CNCCC (N-[3-(4-amino-3-propylaminomethyl-benzenesulfinyl)-phenyl]-benzenesulfonamide), N#CBr (cyanogen bromide). Run in C(C)O (ethanol). Conditions: time 8 hour. The product is NC1=NC2=CC=C(C=C2CN1CCC)S(=O)C=1C=C(C=CC1)NS(=O)(=O)C1=CC=CC=C1 (N-[3-(2-Amino-3-propyl-3,4-dihydro-quinazoline-6-sulfinyl)-phenyl]-benzenesulfonamide). As a reaction SMILES: [NH2:1][C:2]1[CH:7]=[CH:6][C:5]([S:8]([C:10]2[CH:11]=[C:12]([NH:16][S:17]([C:20]3[CH:25]=[CH:24][CH:23]=[CH:22][CH:21]=3)(=[O:19])=[O:18])[CH:13]=[CH:14][CH:15]=2)=[O:9])=[CH:4][C:3]=1[CH2:26][NH:27][CH2:28][CH2:29][CH3:30].[N:31]#[C:32]Br>C(O)C>[NH2:31][C:32]1[N:27]([CH2:28][CH2:29][CH3:30])[CH2:26][C:3]2[C:2](=[CH:7][CH:6]=[C:5]([S:8]([C:10]3[CH:11]=[C:12]([NH:16][S:17]([C:20]4[CH:25]=[CH:24][CH:23]=[CH:22][CH:21]=4)(=[O:19])=[O:18])[CH:13]=[CH:14][CH:15]=3)=[O:9])[CH:4]=2)[N:1]=1. Reported procedure: A mixture of N-[3-(4-amino-3-propylaminomethyl-benzenesulfinyl)-phenyl]-benzenesulfonamide (0.00090 mol) and cyanogen bromide (0.00094 mol) in ethanol (30 mL) was stirred overnight at room temperature, and then the solvent was evaporated. The residue was triturated under diisopropyl ether, and the solids were filtered off. The residue was converted into the free base with a NaOH solution. The mixture was extracted with CH2Cl2, but the product stayed in the aqueous layer so the mixture was desalt... Reactants: ClS(=O)(=O)N=C=O (chlorosulfonyl isocyanate), C(C)OC1=C(C=CC=C1)O (2-ethoxyphenol). The solvent is C=1(C(=CC=CC1)C)C (xylene). Reaction conditions: temperature 140 celsius. The product is C(C)OC1=C(OS(=O)(=O)N=C=O)C=CC=C1 (2-Ethoxyphenoxysulfonyl isocyanate). RXN SMILES: Cl[S:2]([N:5]=[C:6]=[O:7])(=[O:4])=[O:3].[CH2:8]([O:10][C:11]1[CH:16]=[CH:15][CH:14]=[CH:13][C:12]=1[OH:17])[CH3:9]>C1(C)C(C)=CC=CC=1>[CH2:8]([O:10][C:11]1[CH:16]=[CH:15][CH:14]=[CH:13][C:12]=1[O:17][S:2]([N:5]=[C:6]=[O:7])(=[O:4])=[O:3])[CH3:9]. Procedure details: 67.9 g (0.48 mol) of chlorosulfonyl isocyanate are added dropwise at 25° C. to a solution of 55.2 g (0.4 mol) of 2-ethoxyphenol in 500 ml of xylene. When the dropwise addition is complete, the temperature is increased slowly to 140° C. and the mixture is refluxed for 2.5 hours. The mixture is cooled, and the solvent as well as excess chlorosulfonyl isocyanate are removed on a rotary evaporator. The yellow oil which remains (97.2 g=100% of theory) is employed without further purification. The reactants are CON, CO, CC(=O)C1CC1c1c(Cl)sc(Cl)c1Cl, Cl, O, c1ccncc1. The product is CON=C(C)C1CC1c1c(Cl)sc(Cl)c1Cl. Reaction SMILES: [CH3:22][O:23][NH2:24].[CH3:25][OH:26].[Cl:1][c:2]1[s:3][c:4]([Cl:14])[c:5]([Cl:13])[c:6]1[CH:7]1[CH:8]([C:10]([CH3:11])=[O:12])[CH2:9]1.[ClH:21].[OH2:27].[cH:15]1[cH:16][cH:17][n:18][cH:19][cH:20]1>>[Cl:1][c:2]1[s:3][c:4]([Cl:14])[c:5]([Cl:13])[c:6]1[CH:7]1[CH:8]([C:10]([CH3:11])=[N:24][O:23][CH3:22])[CH2:9]1. Starting materials: COc1ccc(C(=O)Cl)cc1, Cl, O, Cc1ncc(CO)cc1O, c1ccncc1. The product is COc1ccc(C(=O)Oc2cc(CO)cnc2C)cc1. As a reaction SMILES: [C:18]([c:19]1[cH:20][cH:21][c:22]([O:25][CH3:26])[cH:23][cH:24]1)(=[O:27])[Cl:28].[ClH:1].[OH2:29].[OH:2][CH2:3][c:4]1[cH:5][c:6]([OH:11])[c:7]([CH3:10])[n:8][cH:9]1.[cH:12]1[cH:13][cH:14][n:15][cH:16][cH:17]1>>[OH:2][CH2:3][c:4]1[cH:5][c:6]([O:11][C:18]([c:19]2[cH:20][cH:21][c:22]([O:25][CH3:26])[cH:23][cH:24]2)=[O:27])[c:7]([CH3:10])[n:8][cH:9]1. Reactants: [H-].[Na+] (Sodium hydride), CC=1NC2=C(N1)C=CC=C2 (2-methylbenzimidazole), O1CCCC1 (tetrahydrofuran), ICCC (1-iodopropane). Conditions: time 20 minute. Product: C1(=CC=CC=C1)N1C=NC2=C1C=CC=C2 (1-Phenyl-1H-benzimidazole). As a reaction SMILES: C[C:2]1[NH:3][C:4]2[CH:10]=[CH:9][CH:8]=[CH:7][C:5]=2[N:6]=1.[H-].[Na+].I[CH2:14][CH2:15][CH3:16].O1C[CH2:20][CH2:19][CH2:18]1>>[C:15]1([N:6]2[C:5]3[CH:7]=[CH:8][CH:9]=[CH:10][C:4]=3[N:3]=[CH:2]2)[CH:16]=[CH:20][CH:19]=[CH:18][CH:14]=1 |f:1.2|. Reported procedure: To a flask were added 2.0 g 2-methylbenzimidazole and 40 ml tetrahydrofuran and the mixture was cooled to 10 C under nitrogen. 0.9 g Sodium hydride were added in portions and the reaction mixture was stirred for 20 minutes. 3.9 g 1-iodopropane were added and the mixture was heated to 45 C for 6 hours. The mixture was quenched slowly with 40 ml water, extracted twice with ethyl acetate and washed with water. Following solvent removal, the product was purified by silica gel chromatography using pu... The product is C1(C=CCCC1)N1C2=NC(=NC(=C2N=C1)N)OCC (9-(2-Cyclohexenyl)-2-ethoxy-9H-adenine). Procedure details: A mixture of 2-chloro-9-(2-cyclohexenyl)-9H-adenine (310 mg., 1.24 mmole) and a solution of sodium ethoxide in ethanol (0.25-1 N, ~10 ml.) was refluxed overnight under an atmosphere of nitrogen. The reaction mixture was poured into ice-water, neutralized with 1 N HCl and extracted with ethyl acetate (20 ml.). The extracts were washed with water, dried over Na2SO4 and filtered. The filtrate was evaporated and the residue then subjected to silica gel chromatography (silica gel 7 g., eluted with 1%... Solvent: C(C)O (ethanol). Reactants: ClC1=NC(=C2N=CN(C2=N1)C1C=CCCC1)N (2-chloro-9-(2-cyclohexenyl)-9H-adenine), [O-]CC.[Na+] (sodium ethoxide), Cl (HCl), ice water. Reaction SMILES: Cl[C:2]1[N:10]=[C:9]2[C:5]([N:6]=[CH:7][N:8]2[CH:11]2[CH2:16][CH2:15][CH2:14][CH:13]=[CH:12]2)=[C:4]([NH2:17])[N:3]=1.[O-:18][CH2:19][CH3:20].[Na+].Cl>C(O)C>[CH:11]1([N:8]2[CH:7]=[N:6][C:5]3[C:9]2=[N:10][C:2]([O:18][CH2:19][CH3:20])=[N:3][C:4]=3[NH2:17])[CH2:16][CH2:15][CH2:14][CH:13]=[CH:12]1 |f:1.2|. The yield is 92.0%.